This data is from the Open Reaction Database (ORD), a public repository of structured organic reaction records. The task is: describe an organic reaction: reactants, conditions, products, and yield Starting materials: CCOC(=O)CC#N, NC1CC1. The product is N#CCC(=O)NC1CC1. As a reaction SMILES: [C:5](#[N:6])[CH2:7][C:8](=[O:9])[O:10][CH2:11][CH3:12].[CH:1]1([NH2:4])[CH2:2][CH2:3]1>>[CH:1]1([NH:4][C:8]([CH2:7][C:5]#[N:6])=[O:9])[CH2:2][CH2:3]1. Starting materials: COc1ccc(Br)cc1, CCc1ccc(OC)c(Br)c1, C1CCOC1, [Cl-], [Mg], [NH4+], Cl[Ni]Cl, O. Yields the product CCc1ccc(OC)c(-c2ccc(OC)cc2)c1. Reaction SMILES: [Br:13][c:14]1[cH:15][cH:16][c:17]([O:20][CH3:21])[cH:18][cH:19]1.[Br:2][c:3]1[c:4]([O:11][CH3:12])[cH:5][cH:6][c:7]([CH2:9][CH3:10])[cH:8]1.[CH2:25]1[O:26][CH2:27][CH2:28][CH2:29]1.[Cl-:23].[Mg:1].[NH4+:24].[Ni:30]([Cl:31])[Cl:32].[OH2:22]>>[c:3]1(-[c:14]2[cH:15][cH:16][c:17]([O:20][CH3:21])[cH:18][cH:19]2)[c:4]([O:11][CH3:12])[cH:5][cH:6][c:7]([CH2:9][CH3:10])[cH:8]1. Starting materials: C(C)(=O)OC=1C(=CC2=C(CC(O2)(CC)CC)C1C(C)(C)C)C(C)(C)C (5-acetoxy-4,6-di-tert-butyl-2,2-diethyl-2,3-dihydrobenzofuran), [H-].[Al+3].[Li+].[H-].[H-].[H-] (Lithium aluminum hydride), [OH-].[Na+] (sodium hydroxide), O (water). The solvent is O1CCCC1 (tetrahydrofuran), O1CCCC1 (tetrahydrofuran). The product is C(C)(C)(C)C1=C(C(=CC2=C1CC(O2)(CC)CC)C(C)(C)C)O (4,6-di-tert-butyl-2,2-diethyl-5-hydroxy-2,3-dihydrobenzofuran). Isolated yield 85.4%. Reaction SMILES: [H-].[Al+3].[Li+].[H-].[H-].[H-].C([O:10][C:11]1[C:12]([C:28]([CH3:31])([CH3:30])[CH3:29])=[CH:13][C:14]2[O:18][C:17]([CH2:21][CH3:22])([CH2:19][CH3:20])[CH2:16][C:15]=2[C:23]=1[C:24]([CH3:27])([CH3:26])[CH3:25])(=O)C.O.[OH-].[Na+]>O1CCCC1>[C:24]([C:23]1[C:15]2[CH2:16][C:17]([CH2:19][CH3:20])([CH2:21][CH3:22])[O:18][C:14]=2[CH:13]=[C:12]([C:28]([CH3:29])([CH3:31])[CH3:30])[C:11]=1[OH:10])([CH3:25])([CH3:27])[CH3:26] |f:0.1.2.3.4.5,8.9|. Reported procedure: Lithium aluminum hydride (76 mg) was suspended in tetrahydrofuran (5 ml) under a nitrogen atmosphere. A solution of 5-acetoxy-4,6-di-tert-butyl-2,2-diethyl-2,3-dihydrobenzofuran (0.17 g, 0.5 mmol) in tetrahydrofuran (5 ml) was added dropwise to the suspension. After heating under reflux for 3 h, the reaction mixture was cooled to room temperature and water was added dropwise. After addition of 1N aqueous sodium hydroxide (5 ml), the mixture was subjected to extraction with diethyl ether. The org... The reactants are C(C1=CC=CC=C1)N1C(N(C([C@@H]1CO)=O)NC([C@H](CC(C)C)[C@H](C\C=C\C1=CC=CC=C1)C(NOCC1=CC=CC=C1)=O)=O)=O ((E)-N-[3-benzyl-4(S)-(hydroxymethyl)-2,5-dioxo-1-imidazolidinyl]-2(R)-[1(S)-(benzyloxycarbamoyl)-4-phenyl-3-butenyl]-4-methylvaleramide). The reagents and catalysts are [Pd] (palladium-on-carbon). The solvent is CO (methanol). The product is C(C1=CC=CC=C1)N1C(N(C([C@@H]1CO)=O)NC([C@H](CC(C)C)[C@H](CCCC1=CC=CC=C1)C(NO)=O)=O)=O (N-[3-benzyl-4(S)-(hydroxymethyl)-2,5-dioxo-1-imidazolidinyl]-2(R)-[1(S)-(hydroxycarbamoyl)-4-phenylbutyl]-4-methylvaleramide). Yield: 30.3%. As a reaction SMILES: [CH2:1]([N:8]1[C@@H:12]([CH2:13][OH:14])[C:11](=[O:15])[N:10]([NH:16][C:17](=[O:44])[C@@H:18]([C@@H:23]([C:33](=[O:43])[NH:34][O:35]CC2C=CC=CC=2)[CH2:24]/[CH:25]=[CH:26]/[C:27]2[CH:32]=[CH:31][CH:30]=[CH:29][CH:28]=2)[CH2:19][CH:20]([CH3:22])[CH3:21])[C:9]1=[O:45])[C:2]1[CH:7]=[CH:6][CH:5]=[CH:4][CH:3]=1>CO.[Pd]>[CH2:1]([N:8]1[C@@H:12]([CH2:13][OH:14])[C:11](=[O:15])[N:10]([NH:16][C:17](=[O:44])[C@@H:18]([C@@H:23]([C:33](=[O:43])[NH:34][OH:35])[CH2:24][CH2:25][CH2:26][C:27]2[CH:32]=[CH:31][CH:30]=[CH:29][CH:28]=2)[CH2:19][CH:20]([CH3:22])[CH3:21])[C:9]1=[O:45])[C:2]1[CH:7]=[CH:6][CH:5]=[CH:4][CH:3]=1. Reported procedure: A solution of 0.077g of (E)-N-[3-benzyl-4(S)-(hydroxymethyl)-2,5-dioxo-1-imidazolidinyl]-2(R)-[1(S)-(benzyloxycarbamoyl)-4-phenyl-3-butenyl]-4-methylvaleramide in 10 ml of methanol was hydrogenated in the presence of 0.010 g of 10% palladium-on-carbon for 3 hours. The catalyst was removed by filtration and evaporation followed by trituration with diethyl ether gave 0.020 g of N-[3-benzyl-4(S)-(hydroxymethyl)-2,5-dioxo-1-imidazolidinyl]-2(R)-[1(S)-(hydroxycarbamoyl)-4-phenylbutyl]-4-methylvaleram...